This data is from the Open Reaction Database (ORD), a public repository of structured organic reaction records. The task is: describe an organic reaction: reactants, conditions, products, and yield The reactants are CC(=O)OC(C)=O, CNC(NC=O)C(Cl)(Cl)Cl, O. Product: CC(=O)N(C)C(NC=O)C(Cl)(Cl)Cl. Reaction SMILES: [CH3:11][C:12]([O:13][C:15]([CH3:16])=[O:17])=[O:14].[Cl:1][C:2]([CH:3]([NH:4][CH:5]=[O:6])[NH:7][CH3:8])([Cl:9])[Cl:10].[OH2:18]>>[Cl:1][C:2]([CH:3]([NH:4][CH:5]=[O:6])[N:7]([CH3:8])[C:15]([CH3:16])=[O:17])([Cl:9])[Cl:10]. Starting materials: Brc1ccc2c(c1)CNC2, ClCCCl, COc1cc(OC)c(C(C)C)cc1C(=O)O, CN(C)C=O, On1nnc2ccccc21. Yields the product COc1cc(OC)c(C(C)C)cc1C(=O)N1Cc2ccc(Br)cc2C1. Reaction SMILES: [Br:31][c:32]1[cH:33][c:34]2[c:38]([cH:39][cH:40]1)[CH2:37][NH:36][CH2:35]2.[CH2:27]([Cl:28])[CH2:29][Cl:30].[CH:1]([CH3:2])([CH3:3])[c:4]1[c:5]([O:15][CH3:16])[cH:6][c:7]([O:13][CH3:14])[c:8]([C:9](=[O:10])[OH:11])[cH:12]1.[O:41]=[CH:42][N:43]([CH3:44])[CH3:45].[OH:17][n:18]1[c:19]2[c:20]([cH:21][cH:22][cH:23][cH:24]2)[n:25][n:26]1>>[CH:1]([CH3:2])([CH3:3])[c:4]1[c:5]([O:15][CH3:16])[cH:6][c:7]([O:13][CH3:14])[c:8]([C:9](=[O:11])[N:36]2[CH2:35][c:34]3[cH:33][c:32]([Br:31])[cH:40][cH:39][c:38]3[CH2:37]2)[cH:12]1.